From a dataset of the Open Reaction Database (ORD), a public repository of structured organic reaction records. describe an organic reaction: reactants, conditions, products, and yield Starting materials: C(C1=CC=CC=C1)OC([C@H](CC(=O)O)NC(=O)OC(C)(C)C)=O ((S)-4-(benzyloxy)-3-((tert-butoxycarbonyl)amino)-4-oxobutanoic acid), C1(=CC=CC=C1)C1=CC2=C(N=C(S2)CC(=O)NN)C=C1 (2-(6-phenylbenzo[d]thiazol-2-yl)acetohydrazide), Compound 1b. Product: C(C)(C)(C)OC(=O)N[C@H](C(=O)OCC1=CC=CC=C1)CC=1OC(=NN1)CC=1SC2=C(N1)C=CC(=C2)C2=CC=CC=C2 ((S)-Benzyl 2-((tert-butoxycarbonyl)amino)-3-(5-((6-phenylbenzo[d]thiazol-2-yl)methyl)-1,3,4-oxadiazol-2-yl)propanoate). Isolated yield 42.0%. As a reaction SMILES: [CH2:1]([O:8][C:9](=[O:23])[C@@H:10]([NH:15][C:16]([O:18][C:19]([CH3:22])([CH3:21])[CH3:20])=[O:17])[CH2:11][C:12]([OH:14])=O)[C:2]1[CH:7]=[CH:6][CH:5]=[CH:4][CH:3]=1.[C:24]1([C:30]2[CH:43]=[CH:42][C:33]3[N:34]=[C:35]([CH2:37][C:38]([NH:40][NH2:41])=O)[S:36][C:32]=3[CH:31]=2)[CH:29]=[CH:28][CH:27]=[CH:26][CH:25]=1>>[C:19]([O:18][C:16]([NH:15][C@@H:10]([CH2:11][C:12]1[O:14][C:38]([CH2:37][C:35]2[S:36][C:32]3[CH:31]=[C:30]([C:24]4[CH:29]=[CH:28][CH:27]=[CH:26][CH:25]=4)[CH:43]=[CH:42][C:33]=3[N:34]=2)=[N:40][N:41]=1)[C:9]([O:8][CH2:1][C:2]1[CH:3]=[CH:4][CH:5]=[CH:6][CH:7]=1)=[O:23])=[O:17])([CH3:22])([CH3:21])[CH3:20]. Procedure: Compound 45a was prepared from (S)-4-(benzyloxy)-3-((tert-butoxycarbonyl)amino)-4-oxobutanoic acid and 2-(6-phenylbenzo[d]thiazol-2-yl)acetohydrazide (described in WO 2011/074560) in 42% yield as a yellow solid using the general procedure given for Compound 1b. LCMS=1.13 min using analytical method (M), 571.2 (M+H). 1H NMR (400 MHz, CDCl3) δ 8.19-7.95 (m, 2H), 7.79-7.55 (m, 3H), 7.47 (t, J=7.7 Hz, 2H), 7.42-7.27 (m, 6H), 5.56 (d, J=7.0 Hz, 1H), 5.14 (s, 2H), 4.79 (br. s., 1H), 4.65 (s, 2H), 3.52...